Dataset: the Open Reaction Database (ORD), a public repository of structured organic reaction records. Task: describe an organic reaction: reactants, conditions, products, and yield Reactants: Cc1c(F)c(F)nc(F)c1F, CC#N, Oc1cccc(C(F)(F)F)c1, [H-], [Na+], CN(C)C=O. Yields the product Cc1c(F)c(F)nc(Oc2cccc(C(F)(F)F)c2)c1F. Reaction SMILES: [CH3:14][c:15]1[c:16]([F:24])[c:17]([F:23])[n:18][c:19]([F:22])[c:20]1[F:21].[CH3:30][C:31]#[N:32].[F:1][C:2]([c:3]1[cH:4][c:5]([OH:9])[cH:6][cH:7][cH:8]1)([F:10])[F:11].[H-:12].[Na+:13].[O:25]=[CH:26][N:27]([CH3:28])[CH3:29]>>[F:1][C:2]([c:3]1[cH:4][c:5]([O:9][c:19]2[n:18][c:17]([F:23])[c:16]([F:24])[c:15]([CH3:14])[c:20]2[F:21])[cH:6][cH:7][cH:8]1)([F:10])[F:11].